From a dataset of the Open Reaction Database (ORD), a public repository of structured organic reaction records. describe an organic reaction: reactants, conditions, products, and yield The reactants are [N+](=O)([O-])C1=C(C=C2C[C@]3(C(NC4=NC=CC=C43)=O)CC2=C1)CC(=O)O ([(2S)-6-Nitro-2′-oxo-1,1′,2,3-tetrahydrospiro[indene-2,3′-pyrrolo[2,3-b]pyridin]-5-yl]acetic acid), B (borane). Solvent: C1CCOC1 (THF). Run at temperature 0 celsius, time 5 minute. The product is OCCC=1C=C2C[C@]3(C(NC4=NC=CC=C43)=O)CC2=CC1[N+](=O)[O-] ((2S)-5-(2-Hydroxyethyl)-6-nitro-1,3-dihydrospiro[indene-2,3′-pyrrolo[2,3-b]pyridin]-2′(1′H)-one). RXN SMILES: [N+:1]([C:4]1[CH:21]=[C:20]2[C:7]([CH2:8][C@:9]3([CH2:19]2)[C:17]2[C:12](=[N:13][CH:14]=[CH:15][CH:16]=2)[NH:11][C:10]3=[O:18])=[CH:6][C:5]=1[CH2:22][C:23](O)=[O:24])([O-:3])=[O:2].B>C1COCC1>[OH:24][CH2:23][CH2:22][C:5]1[CH:6]=[C:7]2[C:20](=[CH:21][C:4]=1[N+:1]([O-:3])=[O:2])[CH2:19][C@:9]1([C:17]3[C:12](=[N:13][CH:14]=[CH:15][CH:16]=3)[NH:11][C:10]1=[O:18])[CH2:8]2. Reported procedure: To a stirred solution of [(2S)-6-nitro-2′-oxo-1,1′,2′,3-tetrahydrospiro[indene-2,3′-pyrrolo[2,3-b]pyridin]-5-yl]acetic acid from Step D (753 mg, 2.22 mmol) in THF (15 mL), at −78° C., was added borane (1 M in THF; 9.1 mL, 9.1 mmol) dropwise. After 5 min, the mixture was warmed to 0° C. and stirring was continued at this temperature for 3 h. The reaction was quenched carefully with 1 N HCl and stirring was continued at ambient temperature. The mixture was adjusted to pH 8 with saturated aqueous N... Reactants: O.[OH-].[Li+] (Lithium hydroxide monohydrate), ClC1=CC=C(C=C1)[C@H]1N2[C@H](COC1)CCC(C2=O)P(OCC)(OCC)=O (diethyl [(4R,9aS)-4-(4-chlorophenyl)-6-oxooctahydropyrido[2,1-c][1,4]oxazin-7-yl]phosphonate), COC=1C=C(C=O)C=CC1N1C=NC(=C1)C (3-methoxy-4-(4-methyl-1H-imidazol-1-yl)benzaldehyde), C(C)(=O)OCC (Ethyl acetate). Run in C1CCOC1 (THF), C(C)O (ethanol), O (water). Conditions: time 1.5 hour. The product is ClC1=CC=C(C=C1)[C@H]1N2[C@H](COC1)CC\C(\C2=O)=C/C2=CC(=C(C=C2)N2C=NC(=C2)C)OC ((4R,9aS)-4-(4-chlorophenyl)-7-[1-[3-methoxy-4-(4-methyl-1H-imidazol-1-yl)phenyl]-(E)-methylidene]hexahydropyrido[2,1-c][1,4]oxazin-6-one). Isolated yield 80.6%. Reaction SMILES: O.[OH-].[Li+].[Cl:4][C:5]1[CH:10]=[CH:9][C:8]([C@@H:11]2[CH2:16][O:15][CH2:14][C@@H:13]3[CH2:17][CH2:18][CH:19](P(=O)(OCC)OCC)[C:20](=[O:21])[N:12]23)=[CH:7][CH:6]=1.[CH3:30][O:31][C:32]1[CH:33]=[C:34]([CH:37]=[CH:38][C:39]=1[N:40]1[CH:44]=[C:43]([CH3:45])[N:42]=[CH:41]1)[CH:35]=O.C(OCC)(=O)C>C1COCC1.C(O)C.O>[Cl:4][C:5]1[CH:6]=[CH:7][C:8]([C@@H:11]2[CH2:16][O:15][CH2:14][C@@H:13]3[CH2:17][CH2:18]/[C:19](=[CH:35]\[C:34]4[CH:37]=[CH:38][C:39]([N:40]5[CH:44]=[C:43]([CH3:45])[N:42]=[CH:41]5)=[C:32]([O:31][CH3:30])[CH:33]=4)/[C:20](=[O:21])[N:12]23)=[CH:9][CH:10]=1 |f:0.1.2|. Procedure: Lithium hydroxide monohydrate (13.1 mg) was added to a mixed solution of diethyl [(4R,9aS)-4-(4-chlorophenyl)-6-oxooctahydropyrido[2,1-c][1,4]oxazin-7-yl]phosphonate (73.5 mg) and 3-methoxy-4-(4-methyl-1H-imidazol-1-yl)benzaldehyde (47.5 mg) in THF (1.5 mL) and ethanol (0.5 mL) at room temperature, and the reaction solution was stirred at room temperature for 1.5 hours. Ethyl acetate and water were added to the reaction solution, and the organic layer was separated. The resulting organic layer w... Starting materials: C=CCCOc1ccc(S(=O)(=O)N(CC(=O)NOC(C)(C)OC)Cc2ccc(-n3cncn3)cc2)cc1, CCOC(C)=O, Cl. The product is C=CCCOc1ccc(S(=O)(=O)N(CC(=O)NO)Cc2ccc(-n3cncn3)cc2)cc1, Cl. Reaction SMILES: [CH2:1]([CH2:2][CH:3]=[CH2:4])[O:5][c:6]1[cH:7][cH:8][c:9]([S:12](=[O:13])(=[O:14])[N:15]([CH2:16][C:17](=[O:18])[NH:19][O:20][C:21]([O:22][CH3:23])([CH3:24])[CH3:25])[CH2:26][c:27]2[cH:28][cH:29][c:30](-[n:33]3[n:34][cH:35][n:36][cH:37]3)[cH:31][cH:32]2)[cH:10][cH:11]1.[CH3:39][CH2:40][O:41][C:42]([CH3:43])=[O:44].[ClH:38]>>[CH2:1]([CH2:2][CH:3]=[CH2:4])[O:5][c:6]1[cH:7][cH:8][c:9]([S:12](=[O:13])(=[O:14])[N:15]([CH2:16][C:17](=[O:18])[NH:19][OH:20])[CH2:26][c:27]2[cH:28][cH:29][c:30](-[n:33]3[n:34][cH:35][n:36][cH:37]3)[cH:31][cH:32]2)[cH:10][cH:11]1.[ClH:38]. Reactants: ice, C1(=CC=CC=C1)CCCCCCCCO (8-phenyloctanol), C(Br)(Br)(Br)Br (carbon tetrabromide), C1(=CC=CC=C1)P(C1=CC=CC=C1)C1=CC=CC=C1 (triphenylphosphine). Run in C(Cl)Cl (methylene chloride), C(Cl)Cl (methylene chloride). Conditions: time 2.5 hour. Yields the product C1(=CC=CC=C1)CCCCCCCCBr (8-phenyloctyl bromide). RXN SMILES: [C:1]1([CH2:7][CH2:8][CH2:9][CH2:10][CH2:11][CH2:12][CH2:13][CH2:14]O)[CH:6]=[CH:5][CH:4]=[CH:3][CH:2]=1.C(Br)(Br)(Br)[Br:17].C1(P(C2C=CC=CC=2)C2C=CC=CC=2)C=CC=CC=1>C(Cl)Cl>[C:1]1([CH2:7][CH2:8][CH2:9][CH2:10][CH2:11][CH2:12][CH2:13][CH2:14][Br:17])[CH:6]=[CH:5][CH:4]=[CH:3][CH:2]=1. Reported procedure: 8-Phenyloctyl bromide was prepared from 8-phenyloctanol, carbon tetrabromide and triphenylphosphine in methylene chloride. A solution of 8-phenyloctanoic acid (19.8 mmol) in sieve dried tetrahydrofuran (5 ml) was reduced with diborane in tetrahydrofuran (30 ml, 29.1 mmol) at 20° C. for 4 hours to give 8-phenyloctanol. To an ice cold solution of the octanol (ca. 19.8 mmol) and carbon tetrabromide (21.98 mmol) in methylene chloride (50 ml) was added triphenylphosphine (22.30 mmol) in methylene chl... The reactants are O=C1OC(=O)c2c(Cl)ccc(Cl)c21, ClCCl, NCCN1CCC(c2noc3cc(F)ccc23)CC1. Yields the product O=C1c2c(Cl)ccc(Cl)c2C(=O)N1CCN1CCC(c2noc3cc(F)ccc23)CC1. Reaction SMILES: [Cl:20][c:21]1[c:22]2[c:23]([c:29]([Cl:32])[cH:30][cH:31]1)[C:24](=[O:25])[O:26][C:27]2=[O:28].[Cl:33][CH2:34][Cl:35].[F:1][c:2]1[cH:3][c:4]2[c:5]([c:6]([CH:9]3[CH2:10][CH2:11][N:12]([CH2:15][CH2:16][NH2:17])[CH2:13][CH2:14]3)[n:7][o:8]2)[cH:18][cH:19]1>>[F:1][c:2]1[cH:3][c:4]2[c:5]([c:6]([CH:9]3[CH2:10][CH2:11][N:12]([CH2:15][CH2:16][N:17]4[C:24](=[O:25])[c:23]5[c:22]([c:21]([Cl:20])[cH:31][cH:30][c:29]5[Cl:32])[C:27]4=[O:26])[CH2:13][CH2:14]3)[n:7][o:8]2)[cH:18][cH:19]1. Reactants: CCO, C=Cc1cc(S(=O)(=O)c2ccc(N)cc2)cc(N2CCCC2)n1. The product is CCc1cc(S(=O)(=O)c2ccc(N)cc2)cc(N2CCCC2)n1. Reaction SMILES: [CH3:24][CH2:25][OH:26].[N:1]1([c:6]2[n:7][c:8]([CH:22]=[CH2:23])[cH:9][c:10]([S:12](=[O:13])(=[O:14])[c:15]3[cH:16][cH:17][c:18]([NH2:21])[cH:19][cH:20]3)[cH:11]2)[CH2:2][CH2:3][CH2:4][CH2:5]1>>[N:1]1([c:6]2[n:7][c:8]([CH2:22][CH3:23])[cH:9][c:10]([S:12](=[O:13])(=[O:14])[c:15]3[cH:16][cH:17][c:18]([NH2:21])[cH:19][cH:20]3)[cH:11]2)[CH2:2][CH2:3][CH2:4][CH2:5]1. The reactants are C1(=CC=CC=C1)C(N1C=NC(=C1)CN1CC=2C(C1)=CSC2)(C2=CC=CC=C2)C2=CC=CC=C2 (5-[(1-triphenylmethyl-1H-imidazol-4-yl)methyl]-5,6-dihydro-4H -thieno-[3,4-c]pyrrole), Cl (hydrochloric acid). The solvent is C(C)O (ethanol). Product: Cl.Cl.N1C=NC(=C1)CN1CC=2C(C1)=CSC2 (5-[(1H-Imidazol-4-yl)methyl]-5,6-dihydro-4H-thieno[3,4-c]pyrrole dihydrochloride). The yield is 86.0%. RXN SMILES: C1(C(C2C=CC=CC=2)(C2C=CC=CC=2)[N:8]2[CH:12]=[C:11]([CH2:13][N:14]3[CH2:18][C:17]4=[CH:19][S:20][CH:21]=[C:16]4[CH2:15]3)[N:10]=[CH:9]2)C=CC=CC=1.[ClH:34]>C(O)C>[ClH:34].[ClH:34].[NH:8]1[CH:12]=[C:11]([CH2:13][N:14]2[CH2:15][C:16]3=[CH:21][S:20][CH:19]=[C:17]3[CH2:18]2)[N:10]=[CH:9]1 |f:3.4.5|. Reported procedure: 0.14 g (0.3 mmol) of 5-[(1-triphenylmethyl-1H-imidazol-4-yl)methyl]-5,6-dihydro-4H -thieno-[3,4-c]pyrrole is dissolved in 1 ml of ethanol, 1.5 ml of 2M hydrochloric acid is then added and the mixture is heated at reflux for 1 hour. The precipitate formed is filtered and the filtrate is washed with twice 1 ml of ethyl acetate and then evaporated to dryness. The residue is dissolved in 2 ml of methanol and decoloured with active charcoal and then recrystallized from isopropanol. There is obtained ... The reactants are C(C)(=O)NC(CC1=CC(=C(N(C2=C(C(=O)OC(C3=CC=CC=C3)C3=CC=CC=C3)C=CC=C2)C(C(=O)OC(C)(C)C)=O)C=C1)CC)C(=O)OCC=C (benzhydryl 2-{4-[2-(acetylamino)-3-(allyloxy)-3-oxopropyl][tert-butoxy(oxo)acetyl]-2-ethylanilino}benzoate), N1CCOCC1 (morpholine). Reagents/catalysts: C=1C=CC(=CC1)[P](C=2C=CC=CC2)(C=3C=CC=CC3)[Pd]([P](C=4C=CC=CC4)(C=5C=CC=CC5)C=6C=CC=CC6)([P](C=7C=CC=CC7)(C=8C=CC=CC8)C=9C=CC=CC9)[P](C=1C=CC=CC1)(C=1C=CC=CC1)C=1C=CC=CC1 (Pd(Ph3P)4). Solvent: ClCCl (dichloromethane). The product is C(C)(=O)N[C@@H](CC1=CC(=C(C=C1)N(C1=C(C=CC=C1)C(=O)OC(C1=CC=CC=C1)C1=CC=CC=C1)C(C(=O)OC(C)(C)C)=O)CC)C(=O)O (N-acetyl-4-{2-[(benzhydryloxy)carbonyl][tert-butoxy(oxo)acetyl]anilino}-3-ethylphenylalanine). The yield is 103.4%. RXN SMILES: [C:1]([NH:4][CH:5]([C:47]([O:49]CC=C)=[O:48])[CH2:6][C:7]1[CH:44]=[CH:43][C:10]([N:11]([C:34](=[O:42])[C:35]([O:37][C:38]([CH3:41])([CH3:40])[CH3:39])=[O:36])[C:12]2[CH:33]=[CH:32][CH:31]=[CH:30][C:13]=2[C:14]([O:16][CH:17]([C:24]2[CH:29]=[CH:28][CH:27]=[CH:26][CH:25]=2)[C:18]2[CH:23]=[CH:22][CH:21]=[CH:20][CH:19]=2)=[O:15])=[C:9]([CH2:45][CH3:46])[CH:8]=1)(=[O:3])[CH3:2].N1CCOCC1>ClCCl.C1C=CC([P]([Pd]([P](C2C=CC=CC=2)(C2C=CC=CC=2)C2C=CC=CC=2)([P](C2C=CC=CC=2)(C2C=CC=CC=2)C2C=CC=CC=2)[P](C2C=CC=CC=2)(C2C=CC=CC=2)C2C=CC=CC=2)(C2C=CC=CC=2)C2C=CC=CC=2)=CC=1>[C:1]([NH:4][C@H:5]([C:47]([OH:49])=[O:48])[CH2:6][C:7]1[CH:44]=[CH:43][C:10]([N:11]([C:34](=[O:42])[C:35]([O:37][C:38]([CH3:39])([CH3:40])[CH3:41])=[O:36])[C:12]2[CH:33]=[CH:32][CH:31]=[CH:30][C:13]=2[C:14]([O:16][CH:17]([C:18]2[CH:23]=[CH:22][CH:21]=[CH:20][CH:19]=2)[C:24]2[CH:29]=[CH:28][CH:27]=[CH:26][CH:25]=2)=[O:15])=[C:9]([CH2:45][CH3:46])[CH:8]=1)(=[O:3])[CH3:2] |^1:65,67,86,105|. Procedure: A mixture benzhydryl 2-{4-[2-(acetylamino)-3-(allyloxy)-3-oxopropyl][tert-butoxy(oxo)acetyl]-2-ethylanilino}benzoate (3.4 g, 4.8 mmol), Pd(Ph3P)4 (166 mg, 0.144 mmol) and morpholine (0.5 ml, 5.8 mmol) in dichloromethane (25 mL) was stirred under N2 atmosphere for 2 hours, partitioned between ethyl acetate and water (75 mL, 1:1). The organic phase was washed with 1N HCl (1×25 mL), brine (1×25 mL), dried (MgSO4), filtered and concentrated under reduced pressure to provide the titled compound (3.3 ... Reactants: C=1(C(O)=CC=CC1)OC (Guaiacol), CC(C)([O-])C.[K+] (potassium t-butoxide), C(Cl)C1CO1 (epichlorohydrin), C1COCCOCCOCCOCCOCCO1 (18-crown-6). Run in C(C)(C)(C)O (t-butanol), O (Water). Reaction conditions: temperature 50 celsius. Yields the product O1C(COC2=C(C=CC=C2)OC)C1 (2-Epoxy-1-(2-methoxyphenoxy)-propane). RXN SMILES: [C:1]1([O:8][CH3:9])[C:2](=[CH:4][CH:5]=[CH:6][CH:7]=1)[OH:3].CC(C)([O-])C.[K+].[CH2:16]([CH:18]1[O:20][CH2:19]1)Cl.C1OCCOCCOCCOCCOCCOC1>C(O)(C)(C)C.O>[O:20]1[CH2:19][CH:18]1[CH2:16][O:3][C:2]1[CH:4]=[CH:5][CH:6]=[CH:7][C:1]=1[O:8][CH3:9] |f:1.2|. Reported procedure: Guaiacol (8.6 g, 69 mmol), potassium t-butoxide (7.8 g, 69 mmol), epichlorohydrin (19.3 g, 209 mmol), and 18-crown-6 (0.8 g) were mixed in t-butanol (100 ml) and heated to 50° C. for 2 h. Water was added and the product was extracted with two portions of dichlorometane. Washing with water, twice, was followed by drying and evaporation. Quantitative yield. Starting materials: solution, Cl[Si](C)(C)C (chlorotrimethylsilane), N1=CC=CC=C1 (pyridine), ClS(=O)(=O)C1=C(C(=O)OC)C=CC=C1 (methyl 2-(chlorosulfonyl)benzoate), Cl (HCl). The solvent is ClCCl (dichloromethane). Run at time 10 minute. The product is COC(=O)C1=C(C=CC=C1)S(=O)(=O)NC1=C(C=2CCCCC2C=C1)C(=O)OC (methyl 2-({[2-(methoxycarbonyl)phenyl]sulfonyl}amino)-5,6,7,8-tetrahydro-1-naphthalenecarboxylate). Reaction SMILES: Cl[Si](C)(C)C.[N:6]1[CH:11]=[CH:10][CH:9]=[CH:8][CH:7]=1.Cl[S:13]([C:16]1[CH:25]=[CH:24][CH:23]=[CH:22][C:17]=1[C:18]([O:20][CH3:21])=[O:19])(=[O:15])=[O:14].Cl>ClCCl>[CH3:21][O:20][C:18]([C:17]1[CH:22]=[CH:23][CH:24]=[CH:25][C:16]=1[S:13]([NH:6][C:11]1[CH:10]=[CH:9][C:8]2[CH2:25][CH2:24][CH2:23][CH2:22][C:7]=2[C:17]=1[C:18]([O:20][CH3:21])=[O:19])(=[O:15])=[O:14])=[O:19]. Procedure: A solution of Example 418A (1.81 g, 8.35 mmol) in dichloromethane (25.5 mL) was treated with chlorotrimethylsilane (6.7 mL of 1M CH2Cl2 solution, 16.7 mmol) and pyridine (25.5 mL), stirred at room temperature for 10 minutes, treated with methyl 2-(chlorosulfonyl)benzoate (2.61 g, 11.11 mmol), stirred overnight at room temperature, and treated with 1N HCl (50 mL). The aqueous phase was extracted with dichloromethane two times and the combined organic phases were washed with water and brine, dried...